This data is from the Open Reaction Database (ORD), a public repository of structured organic reaction records. The task is: describe an organic reaction: reactants, conditions, products, and yield Reactants: Cl.C(CC)C1=C(SC=2N1CCCN2)C(=O)O (3-propyl-6,7-dihydro-5H-thiazolo[3,2-a]pyrimidine-2-carboxylic acid hydrochloride), C(C)OCC (diethyl ether). The solvent is S(=O)(Cl)Cl (thionyl chloride). Product: Cl.C(CC)C1=C(SC=2N1CCCN2)C(=O)Cl (3-propyl-6,7-dihydro-5H-thiazolo[3,2-a]pyrimidine-2-carbonyl chloride hydrochloride). Isolated yield 203.8%. As a reaction SMILES: [ClH:1].[CH2:2]([C:5]1[N:9]2[CH2:10][CH2:11][CH2:12][N:13]=[C:8]2[S:7][C:6]=1[C:14]([OH:16])=O)[CH2:3][CH3:4].C(OCC)C>S(Cl)(Cl)=O>[ClH:1].[CH2:2]([C:5]1[N:9]2[CH2:10][CH2:11][CH2:12][N:13]=[C:8]2[S:7][C:6]=1[C:14]([Cl:1])=[O:16])[CH2:3][CH3:4] |f:0.1,4.5|. Procedure details: In 35 ml of thionyl chloride was suspended 5.3 g of 3-propyl-6,7-dihydro-5H-thiazolo[3,2-a]pyrimidine-2-carboxylic acid hydrochloride obtained Example 12, followed by reflux under heating for 40 minutes. The reaction mixture was cooled with ice, and poured into dry diethyl ether. The precipitated crystals were collected by filtration to yield 5.78 g of 3-propyl-6,7-dihydro-5H-thiazolo[3,2-a]pyrimidine-2-carbonyl chloride hydrochloride as colorless powder. This powder was suspended in the mixture... Reactants: O=C([O-])[O-], O=C(Cl)Oc1ccccc1, ClCCl, [K+], [K+], CN1CCC(c2nn(C(=O)Oc3ccccc3)c3ccccc23)CC1. Yields the product O=C(Oc1ccccc1)N1CCC(c2nn(C(=O)Oc3ccccc3)c3ccccc23)CC1. RXN SMILES: [C:26]([O-:27])(=[O:28])[O-:29].[Cl:32][C:33](=[O:34])[O:35][c:36]1[cH:37][cH:38][cH:39][cH:40][cH:41]1.[Cl:42][CH2:43][Cl:44].[K+:30].[K+:31].[O:1]([c:2]1[cH:3][cH:4][cH:5][cH:6][cH:7]1)[C:8](=[O:9])[n:10]1[n:11][c:12]([CH:19]2[CH2:20][CH2:21][N:22]([CH3:25])[CH2:23][CH2:24]2)[c:13]2[cH:14][cH:15][cH:16][cH:17][c:18]12>>[O:1]([c:2]1[cH:3][cH:4][cH:5][cH:6][cH:7]1)[C:8](=[O:9])[n:10]1[n:11][c:12]([CH:19]2[CH2:20][CH2:21][N:22]([C:25](=[O:27])[O:35][c:36]3[cH:37][cH:38][cH:39][cH:40][cH:41]3)[CH2:23][CH2:24]2)[c:13]2[cH:14][cH:15][cH:16][cH:17][c:18]12. The reactants are Cc1cccc(NC(=O)CN2CCN(c3ccccn3)CC2)c1, COc1ccc(P2(=S)SP(=S)(c3ccc(OC)cc3)S2)cc1, Cc1ccccc1. The product is Cc1cccc(NC(=S)CN2CCN(c3ccccn3)CC2)c1. Reaction SMILES: [CH3:1][c:2]1[cH:3][c:4]([NH:8][C:9]([CH2:10][N:11]2[CH2:12][CH2:13][N:14]([c:17]3[n:18][cH:19][cH:20][cH:21][cH:22]3)[CH2:15][CH2:16]2)=[O:23])[cH:5][cH:6][cH:7]1.[CH3:24][O:25][c:26]1[cH:27][cH:28][c:29]([P:30]2(=[S:31])[S:32][P:34](=[S:35])([c:36]3[cH:37][cH:38][c:39]([O:40][CH3:41])[cH:42][cH:43]3)[S:33]2)[cH:44][cH:45]1.[CH3:46][c:47]1[cH:48][cH:49][cH:50][cH:51][cH:52]1>>[CH3:1][c:2]1[cH:3][c:4]([NH:8][C:9]([CH2:10][N:11]2[CH2:12][CH2:13][N:14]([c:17]3[n:18][cH:19][cH:20][cH:21][cH:22]3)[CH2:15][CH2:16]2)=[S:33])[cH:5][cH:6][cH:7]1. Reactants: C[Si](C)(C)OS(=O)(=O)C(F)(F)F (Trifluoromethane sulphonic acid trimethylsilyl ester), CN(C1(CCC(CC1)(O)CCCC1=CNC2=C1C=NC=C2)C2=CC=CC=C2)C (4-dimethylamino-4-phenyl-1-[3-(1H-pyrrolo[3,2-c]pyridin-3-yl)propyl]-cyclohexanol). Solvent: ClCCl (dichloromethane), ClCCl (dichloromethane). Conditions: time 10 day. The product is CN(C1(CCC2(CCCC=3C4=C(NC23)C=CN=C4)CC1)C1=CC=CC=C1)C (N,N-dimethyl-4-phenyl-5′,7′,8′,9′-tetrahydrospiro[cyclohexane-1,6′-pyrido[4,3-b]indole]-4-amine). Reaction SMILES: C[Si](OS(C(F)(F)F)(=O)=O)(C)C.[CH3:13][N:14]([CH3:40])[C:15]1([C:34]2[CH:39]=[CH:38][CH:37]=[CH:36][CH:35]=2)[CH2:20][CH2:19][C:18]([CH2:22][CH2:23][CH2:24][C:25]2[C:29]3[CH:30]=[N:31][CH:32]=[CH:33][C:28]=3[NH:27][CH:26]=2)(O)[CH2:17][CH2:16]1>ClCCl>[CH3:13][N:14]([CH3:40])[C:15]1([C:34]2[CH:39]=[CH:38][CH:37]=[CH:36][CH:35]=2)[CH2:20][CH2:19][C:18]2([C:26]3[NH:27][C:28]4[CH:33]=[CH:32][N:31]=[CH:30][C:29]=4[C:25]=3[CH2:24][CH2:23][CH2:22]2)[CH2:17][CH2:16]1. Reported procedure: Trifluoromethane sulphonic acid trimethylsilyl ester (409 mg, 334 μL, 1.84 mmol) was added to a solution of 4-dimethylamino-4-phenyl-1-[3-(1H-pyrrolo[3,2-c]pyridin-3-yl)propyl]-cyclohexanol (172 mg, 0.39 mmol) in anhydrous dichloromethane (30 mL) and stirred for 10 d at room temperature. The reaction mixture was then diluted with dichloromethane (10 mL), firstly washed with 1 N sodium carbonate solution (2×10 mL) and then with water and saturated sodium chloride solution (10 mL each), dried with... The reactants are COC=1C=C(C=CC1OCC1CO1)C(CSC1=CC=NC2=CC=CC=C12)=O (4-[2-[3-Methoxy-4-(2,3-epoxypropoxy)phenyl]-2-oxoethylthio]quinoline), COC=1C=C(C=CC1OCC1CO1)C(CSC1=CC=NC2=CC=CC=C12)=O (4-[2-[3-Methoxy-4-(2,3-epoxypropoxy)phenyl]-2-oxoethylthio]quinoline), C(=O)O (formic acid). Solvent: O (water). Conditions: time 8 hour. The product is COC=1C=C(C=CC1OCC(CO)O)C(CSC1=CC=NC2=CC=CC=C12)=O (4-[2-[3-Methoxy-4-(2,3-dihydroxypropoxy)phenyl]-2-oxoethylthio]quinoline). The yield is 67.0%. RXN SMILES: [CH3:1][O:2][C:3]1[CH:4]=[C:5]([C:14](=[O:27])[CH2:15][S:16][C:17]2[C:26]3[C:21](=[CH:22][CH:23]=[CH:24][CH:25]=3)[N:20]=[CH:19][CH:18]=2)[CH:6]=[CH:7][C:8]=1[O:9][CH2:10][CH:11]1[O:13][CH2:12]1.C(O)=[O:29]>O>[CH3:1][O:2][C:3]1[CH:4]=[C:5]([C:14](=[O:27])[CH2:15][S:16][C:17]2[C:26]3[C:21](=[CH:22][CH:23]=[CH:24][CH:25]=3)[N:20]=[CH:19][CH:18]=2)[CH:6]=[CH:7][C:8]=1[O:9][CH2:10][CH:11]([OH:13])[CH2:12][OH:29]. Reported procedure: 4-[2-[3-Methoxy-4-(2,3-epoxypropoxy)phenyl]-2-oxoethylthio]quinoline (Compound 57; 2.0 g, 5.25 mmol) was added at 0° C. to the mixture of formic acid (40 ml) and water (4 ml), and stirred at room temperature overnight. The solvent was removed under reduced pressure. The residue was added with an ice-cooled aqueous solution of 40% sodium hydroxide (7.0 ml) and stirred at 0° C. for 30 minutes. The solvent was removed under reduced pressure and the residue was chromatographed by silica gel column c... Starting materials: C(C(=O)O)(=O)O.ClC=1C=C(OC2CNCCC3=C2C=CC=C3)C=CC1 (1-(m-chlorophenoxy)-2,3,4,5-tetrahydro-3-benzazepine oxalate), ClCC#N (chloroacetonitrile), C([O-])(O)=O.[Na+] (sodium bicarbonate), ClC=1C=C(OC2CN(CCC3=C2C=CC=C3)CC#N)C=CC1 (1-(m-chlorophenoxy)-3-cyanomethyl-2,3,4,5-tetrahydro-3-benzazepine), [H-].[H-].[H-].[H-].[Li+].[Al+3] (LiAlH4). The solvent is CCOCC (ether), CN(C)C=O (DMF), C1CCOC1 (THF), C1CCOC1 (THF). Reaction conditions: temperature 65 celsius, time 2.5 hour. Product: C(C(=O)O)(=O)O.C(C(=O)O)(=O)O.NCCN1CCC2=C(C(C1)OC1=CC(=CC=C1)Cl)C=CC=C2 (3-(2-aminoethyl)-1-(m-chlorophenoxy)-2,3,4,5-tetrahydro-3-benzazepine dioxalate). RXN SMILES: [C:1]([OH:6])(=[O:5])[C:2]([OH:4])=[O:3].ClC1C=C(C=CC=1)OC1C2C=CC=CC=2CCNC1.ClCC#N.C(=O)(O)[O-].[Na+].[Cl:35][C:36]1[CH:37]=[C:38]([CH:54]=[CH:55][CH:56]=1)[O:39][CH:40]1[C:46]2[CH:47]=[CH:48][CH:49]=[CH:50][C:45]=2[CH2:44][CH2:43][N:42]([CH2:51][C:52]#[N:53])[CH2:41]1.[H-].[H-].[H-].[H-].[Li+].[Al+3]>CN(C=O)C.C1COCC1.CCOCC>[C:1]([OH:6])(=[O:5])[C:2]([OH:4])=[O:3].[C:1]([OH:6])(=[O:5])[C:2]([OH:4])=[O:3].[NH2:53][CH2:52][CH2:51][N:42]1[CH2:41][CH:40]([O:39][C:38]2[CH:54]=[CH:55][CH:56]=[C:36]([Cl:35])[CH:37]=2)[C:46]2[CH:47]=[CH:48][CH:49]=[CH:50][C:45]=2[CH2:44][CH2:43]1 |f:0.1,3.4,6.7.8.9.10.11,15.16.17|. Reported procedure: A mixture of 1-(m-chlorophenoxy)-2,3,4,5-tetrahydro-3-benzazepine of Example 4 (8.0 g, 0.029 mole), chloroacetonitrile (4.4 g, 0.058 mole) and sodium bicarbonate (10 g, 0.12 mole in DMF (100 ml) was stirred at 65° C. for 2.5 hours. The mixture was concentrated to an oil which was stirred with water and extracted with ether. The organic extracts were washed twice with water and dried (saturated NaCl, anhydrous MgSO4). The solution was filtered and concentrated to an oil (8 g) which was extracted ... The product is O=C1C=CN(C=C1)C1=CC=C(C=C1)C=1C=CC(NN1)=O (6-[4-(4-Oxo-1,4-dihydropyridin-1-yl)phenyl]-3(2H)-pyridazinone). The reactants are Cl.NC1=CC=C(C=C1)C=1C=CC(NN1)=O (6-(4-aminophenyl)-3(2H)-pyridazinone hydrochloride), O1C=CC(C=C1)=O (4H-pyran-4-one), N (ammonia). Run in O (water). Reaction SMILES: Cl.[NH2:2][C:3]1[CH:8]=[CH:7][C:6]([C:9]2[CH:10]=[CH:11][C:12](=[O:15])[NH:13][N:14]=2)=[CH:5][CH:4]=1.O1[CH:21]=[CH:20][C:19](=[O:22])[CH:18]=[CH:17]1.N>O>[O:22]=[C:19]1[CH:20]=[CH:21][N:2]([C:3]2[CH:8]=[CH:7][C:6]([C:9]3[CH:10]=[CH:11][C:12](=[O:15])[NH:13][N:14]=3)=[CH:5][CH:4]=2)[CH:17]=[CH:18]1 |f:0.1|. Reported procedure: A stirred mixture of 6-(4-aminophenyl)-3(2H)-pyridazinone hydrochloride (1.5 g), 4H-pyran-4-one (0.71 g), and water (20 ml), was heated under reflux for 2 hours. The pH of the hot solution was adjusted to 8 with aqueous ammonia and the mixture was cooled to give the crude product, 1.84 g, m.p. 338°-340° C. Recrystallisation from aqueous ethanol gave the title compound, 1.4 g, m.p. 339°-341° C.